Dataset: the Open Reaction Database (ORD), a public repository of structured organic reaction records. Task: describe an organic reaction: reactants, conditions, products, and yield Starting materials: C(C)(=O)NC1=CC=C(C=C1)N1C(NCC1)=O (1-(p-acetamidophenyl)-2-imidazolidinone), [OH-].[Na+] (sodium hydroxide). Solvent: O (water). Yields the product NC1=CC=C(C=C1)N1C(NCC1)=O (1-(4-aminophenyl)-2-imidazolidinone). Reaction SMILES: C([NH:4][C:5]1[CH:10]=[CH:9][C:8]([N:11]2[CH2:15][CH2:14][NH:13][C:12]2=[O:16])=[CH:7][CH:6]=1)(=O)C.[OH-].[Na+]>O>[NH2:4][C:5]1[CH:6]=[CH:7][C:8]([N:11]2[CH2:15][CH2:14][NH:13][C:12]2=[O:16])=[CH:9][CH:10]=1 |f:1.2|. Procedure details: A mixture of 10 g of 1-(p-acetamidophenyl)-2-imidazolidinone (see Example 1), 10 g of sodium hydroxide and 100 ml of water is heated under reflux for four hours. The product that crystallizes on cooling is collected and recrystallized from ethanol to yield 1-(4-aminophenyl)-2-imidazolidinone, m.p. 170°-2°. Starting materials: C[Li].[Li+].[Br-] (methyllithium LiBr), solution, BrC1=C(C=C(C=C1C)NC(C(F)(F)F)=O)C (N-(4-bromo-3,5-dimethylphenyl)-2,2,2-trifluoroacetamide), [Li]C(C)CC (sec-BuLi), solution, CN(C)C=O (DMF). The solvent is C1CCOC1 (THF), CCOCC (Et2O), C1CCCCC1 (cyclohexane). Conditions: temperature 25 celsius, time 5 minute. Yields the product FC(C(=O)NC1=CC(=C(C(=C1)C)C=O)C)(F)F (2,2,2-Trifluoro-N-(4-formyl-3,5-dimethylphenyl)-acetamide). RXN SMILES: Br[C:2]1[C:7]([CH3:8])=[CH:6][C:5]([NH:9][C:10](=[O:15])[C:11]([F:14])([F:13])[F:12])=[CH:4][C:3]=1[CH3:16].C[Li].[Li+].[Br-].[Li]C(CC)C.CN([CH:29]=[O:30])C>C1COCC1.CCOCC.C1CCCCC1>[F:12][C:11]([F:14])([F:13])[C:10]([NH:9][C:5]1[CH:6]=[C:7]([CH3:8])[C:2]([CH:29]=[O:30])=[C:3]([CH3:16])[CH:4]=1)=[O:15] |f:1.2.3|. Reported procedure: To a solution of N-(4-bromo-3,5-dimethylphenyl)-2,2,2-trifluoroacetamide (U.S. Pat. No. 6,391,865) (14.0 g. 47.3 mmol) in THF (200 mL) under nitrogen atmosphere at −78° C. was added slowly methyllithium/LiBr (44.1 mL of a 1.5 M solution in Et2O, 66.2 mmol). After 5 min of stirring, sec-BuLi (47.3 mL of a 1.4 M solution in cyclohexane, 66.2 mmol) was added slowly to the reaction solution at −78° C. After 5 min, anhydrous DMF (25.5 mL, 331 mmol) was added slowly then the solution was warmed to 25°... Reactants: [Si](C)(C)(C(C)(C)C)OCC=1N=CN(C1)C(C1=CC=CC=C1)(C1=CC=CC=C1)C1=CC=CC=C1 (4-(tert-butyldimethylsilyloxymethyl)-1-triphenylmethylimidazole), BrCC1=CC=C(C=C1)C#N (1-bromomethyl-4-cyanobenzene). The solvent is C(C)#N (acetonitrile). The product is [Si](C)(C)(C(C)(C)C)OCC1=CN=CN1CC1=CC=C(C=C1)C#N (5-tert-Butyldimethylsilyloxymethyl-1-(4-cyanobenzyl)imidazole). Reaction SMILES: [Si:1]([O:8][CH2:9][C:10]1[N:11]=[CH:12][N:13](C(C2C=CC=CC=2)(C2C=CC=CC=2)C2C=CC=CC=2)[CH:14]=1)([C:4]([CH3:7])([CH3:6])[CH3:5])([CH3:3])[CH3:2].Br[CH2:35][C:36]1[CH:41]=[CH:40][C:39]([C:42]#[N:43])=[CH:38][CH:37]=1>C(#N)C>[Si:1]([O:8][CH2:9][C:10]1[N:11]([CH2:35][C:36]2[CH:41]=[CH:40][C:39]([C:42]#[N:43])=[CH:38][CH:37]=2)[CH:12]=[N:13][CH:14]=1)([C:4]([CH3:7])([CH3:5])[CH3:6])([CH3:2])[CH3:3]. Reported procedure: A solution of 4-(tert-butyldimethylsilyloxymethyl)-1-triphenylmethylimidazole (4.66 g, 10.26 mmol) and 1-bromomethyl-4-cyanobenzene (2.01 g, 10.26 mmol) in acetonitrile (50 mL) was refluxed 4 h. The reaction was cooled, acetonitrile removed in vacuo, and the residue dissolved in methanol (30 mL). This solution was refluxed for 2 h, cooled and methanol evaporated. The residue was partitioned between ethyl acetate and saturated sodium bicarbonate. The crude product was chromatographed on silica wi... The reactants are CCCCc1nc(C)n(-c2ccc3c(c2)C(O[Si](C)(C)C(C)(C)C)CC3)c(=O)c1Cc1ccc(-c2ccccc2-c2noc(=O)[nH]2)cc1, CCCC[N+](CCCC)(CCCC)CCCC, CCOC(C)=O, [F-], C1CCOC1, O. Yields the product CCCCc1nc(C)n(-c2ccc3c(c2)C(O)CC3)c(=O)c1Cc1ccc(-c2ccccc2-c2noc(=O)[nH]2)cc1. Reaction SMILES: [CH2:1]([CH2:2][CH2:3][CH3:4])[c:5]1[c:6]([CH2:30][c:31]2[cH:32][cH:33][c:34](-[c:37]3[c:38](-[c:43]4[n:44][o:45][c:46](=[O:48])[nH:47]4)[cH:39][cH:40][cH:41][cH:42]3)[cH:35][cH:36]2)[c:7](=[O:29])[n:8](-[c:12]2[cH:13][c:14]3[c:18]([cH:19][cH:20]2)[CH2:17][CH2:16][CH:15]3[O:21][Si:22]([C:23]([CH3:24])([CH3:25])[CH3:26])([CH3:27])[CH3:28])[c:9]([CH3:11])[n:10]1.[CH3:50][CH2:51][CH2:52][CH2:53][N+:54]([CH2:55][CH2:56][CH2:57][CH3:58])([CH2:59][CH2:60][CH2:61][CH3:62])[CH2:63][CH2:64][CH2:65][CH3:66].[CH3:67][CH2:68][O:69][C:70](=[O:71])[CH3:72].[F-:49].[O:74]1[CH2:75][CH2:76][CH2:77][CH2:78]1.[OH2:73]>>[CH2:1]([CH2:2][CH2:3][CH3:4])[c:5]1[c:6]([CH2:30][c:31]2[cH:32][cH:33][c:34](-[c:37]3[c:38](-[c:43]4[n:44][o:45][c:46](=[O:48])[nH:47]4)[cH:39][cH:40][cH:41][cH:42]3)[cH:35][cH:36]2)[c:7](=[O:29])[n:8](-[c:12]2[cH:13][c:14]3[c:18]([cH:19][cH:20]2)[CH2:17][CH2:16][CH:15]3[OH:21])[c:9]([CH3:11])[n:10]1. The reactants are C1(=CC=CC=C1)C(C(=O)N1CC2=CC=CC(=C2CC1C(=O)OC)C1=CC=C(C=C1)OC)C1=CC=CC=C1 (Methyl 2-Diphenylacetyl-5-(p-methoxyphenyl)1,2,3,4-tetrahydroisoquinoline-3-carboxylate), [Li+].[BH4-] (LiBH4). The solvent is CCOCC (ether). Run at time 3 day. The product is C1(=CC=CC=C1)C(C(=O)N1CC2=CC=CC(=C2CC1CO)C1=CC=C(C=C1)OC)C1=CC=CC=C1 (2-Diphenylacetyl-3-hydroxymethyl-5-(p-methoxyphenyl)-1,2,3,4,-tetrahydroisoquinoline). Isolated yield 35.5%. RXN SMILES: [C:1]1([CH:7]([C:32]2[CH:37]=[CH:36][CH:35]=[CH:34][CH:33]=2)[C:8]([N:10]2[CH:19]([C:20](OC)=[O:21])[CH2:18][C:17]3[C:12](=[CH:13][CH:14]=[CH:15][C:16]=3[C:24]3[CH:29]=[CH:28][C:27]([O:30][CH3:31])=[CH:26][CH:25]=3)[CH2:11]2)=[O:9])[CH:6]=[CH:5][CH:4]=[CH:3][CH:2]=1.[Li+].[BH4-]>CCOCC>[C:32]1([CH:7]([C:1]2[CH:6]=[CH:5][CH:4]=[CH:3][CH:2]=2)[C:8]([N:10]2[CH:19]([CH2:20][OH:21])[CH2:18][C:17]3[C:12](=[CH:13][CH:14]=[CH:15][C:16]=3[C:24]3[CH:25]=[CH:26][C:27]([O:30][CH3:31])=[CH:28][CH:29]=3)[CH2:11]2)=[O:9])[CH:33]=[CH:34][CH:35]=[CH:36][CH:37]=1 |f:1.2|. Procedure: Methyl 2-Diphenylacetyl-5-(p-methoxyphenyl)1,2,3,4-tetrahydroisoquinoline-3-carboxylate (0.47 g, 0.93 mmoles) was placed in 50 ml of ether. LiBH4 (0.10 g, 4.5 mmoles) was added. The reaction was stirred at room temperature for 3 days. The ether was evaporated. Methanol was carefully added to quench the LiBH4. The solution was diluted with water and then extracted with dichloromethane. The extracts were dried over MgSO4 and evaporated. The material was then chromatographed using 0-4% methanol in ... The reactants are O=C(CCCl)N1c2ccccc2S(=O)c2ccc(Cl)cc21, Clc1ccc2c(c1)Nc1ccccc1S2, O=C(Cl)CCCl, O=C(CCCl)N1c2ccccc2Sc2ccc(Cl)cc21, OO, c1ccccc1, c1c[nH]cn1. Yields the product O=C(CCn1ccnc1)N1c2ccccc2S(=O)c2ccc(Cl)cc21. As a reaction SMILES: [Cl:1][c:2]1[cH:3][c:4]2[c:13]([cH:14][cH:15]1)[S:12](=[O:16])[c:11]1[c:6]([cH:7][cH:8][cH:9][cH:10]1)[N:5]2[C:17]([CH2:18][CH2:19][Cl:20])=[O:21].[Cl:22][c:23]1[cH:24][cH:25][c:26]2[c:35]([cH:36]1)[NH:34][c:29]1[c:28]([cH:33][cH:32][cH:31][cH:30]1)[S:27]2.[Cl:37][CH2:38][CH2:39][C:40]([Cl:41])=[O:42].[Cl:43][c:44]1[cH:45][cH:46][c:47]2[c:61]([cH:62]1)[N:55]([C:56](=[O:57])[CH2:58][CH2:59][Cl:60])[c:50]1[c:49]([cH:54][cH:53][cH:52][cH:51]1)[S:48]2.[OH:63][OH:64].[cH:70]1[cH:71][cH:72][cH:73][cH:74][cH:75]1.[nH:65]1[cH:66][n:67][cH:68][cH:69]1>>[Cl:1][c:2]1[cH:3][c:4]2[c:13]([cH:14][cH:15]1)[S:12](=[O:16])[c:11]1[c:6]([cH:7][cH:8][cH:9][cH:10]1)[N:5]2[C:17]([CH2:18][CH2:19][n:65]1[cH:66][n:67][cH:68][cH:69]1)=[O:21]. The reactants are Cl.C1(=CC=CC=C1)N(N)CC(=O)OCC (ethyl (N-phenyl-hydrazino)-acetate hydrochloric acid salt), O=C1CCC(CC1)C(=O)O (4-oxo-cyclohexanecarboxylic acid). Run in CC(=O)O (AcOH). Conditions: temperature 70 celsius, time 1 hour. The product is C(C)OC(=O)CN1C2=CC=CC=C2C=2CC(CCC12)C(=O)O (9-ethoxycarbonylmethyl-2,3,4,9-tetrahydro-1H-carbazole-3-carboxylic acid). Yield: 94.6%. Reaction SMILES: Cl.[C:2]1([N:8]([CH2:10][C:11]([O:13][CH2:14][CH3:15])=[O:12])N)[CH:7]=[CH:6][CH:5]=[CH:4][CH:3]=1.O=[C:17]1[CH2:22][CH2:21][CH:20]([C:23]([OH:25])=[O:24])[CH2:19][CH2:18]1>CC(O)=O>[CH2:14]([O:13][C:11]([CH2:10][N:8]1[C:17]2[CH2:22][CH2:21][CH:20]([C:23]([OH:25])=[O:24])[CH2:19][C:18]=2[C:7]2[C:2]1=[CH:3][CH:4]=[CH:5][CH:6]=2)=[O:12])[CH3:15] |f:0.1|. Procedure details: A mixture of ethyl (N-phenyl-hydrazino)-acetate hydrochloric acid salt (2.3 g, 10 mmol) and 4-oxo-cyclohexanecarboxylic acid (1.42 g, 10 mmol) in glacial AcOH (20 ml) is stirred at 70° C. for 1 h. The suspension is allowed to cool to rt, poured onto H2O and stirred for 1 h. The resulting precipitate is filtered, washed with H2O and dried under high vacuum to give pure 9-ethoxycarbonylmethyl-2,3,4,9-tetrahydro-1H-carbazole-3-carboxylic acid as a white solid (2.85 g) in 93% yield. The reactants are O1CCN(CC1)C1=CC=C(C=C1)S(=O)(=O)NC(C(=O)O)CC ((4-morpholinophenylsulphonylamino)butyric acid), C(C)(=O)[O-].[Na+] (sodium acetate), C(C)(=O)OC(C)=O (acetic anhydride). Product: O1CCN(CC1)C1=CC=C(C=C1)S(=O)(=O)N1C(CCC1)=O (1-[(4-morpholino)phenylsulphonyl]-2-pyrrolidinone). The yield is 96.4%. Reaction SMILES: [O:1]1[CH2:6][CH2:5][N:4]([C:7]2[CH:12]=[CH:11][C:10]([S:13]([NH:16][CH:17](CC)[C:18](O)=O)(=[O:15])=[O:14])=[CH:9][CH:8]=2)[CH2:3][CH2:2]1.[C:23]([O-:26])(=O)[CH3:24].[Na+].C(OC(=O)C)(=O)C>>[O:1]1[CH2:2][CH2:3][N:4]([C:7]2[CH:12]=[CH:11][C:10]([S:13]([N:16]3[CH2:17][CH2:18][CH2:24][C:23]3=[O:26])(=[O:15])=[O:14])=[CH:9][CH:8]=2)[CH2:5][CH2:6]1 |f:1.2|. Procedure: 6.2 g of product obtained in Stage A, 6.2 g of sodium acetate and 124 cm3 of acetic anhydride are heated to reflux for 4 hours. After cooling to ambient temperature and evaporating to dryness, the residue is taken up with 50 cm3 of water, filtered, washed with 10 cm3 of water and dried. 5.65 g of expected product is obtained.